Dataset: the Open Reaction Database (ORD), a public repository of structured organic reaction records. Task: describe an organic reaction: reactants, conditions, products, and yield Reactants: BrCC=Cc1ccccc1, COC(=O)c1ccc(CC(=O)c2ccc(F)cc2)cc1, [H-], [Na+], CN(C)C=O. Yields the product COC(=O)c1ccc(C(CC=Cc2ccccc2)C(=O)c2ccc(F)cc2)cc1. RXN SMILES: [CH2:23]([CH:24]=[CH:25][c:26]1[cH:27][cH:28][cH:29][cH:30][cH:31]1)[Br:32].[CH3:1][O:2][C:3]([c:4]1[cH:5][cH:6][c:7]([CH2:10][C:11](=[O:12])[c:13]2[cH:14][cH:15][c:16]([F:19])[cH:17][cH:18]2)[cH:8][cH:9]1)=[O:20].[H-:22].[Na+:21].[O:33]=[CH:34][N:35]([CH3:36])[CH3:37]>>[CH3:1][O:2][C:3]([c:4]1[cH:5][cH:6][c:7]([CH:10]([C:11](=[O:12])[c:13]2[cH:14][cH:15][c:16]([F:19])[cH:17][cH:18]2)[CH2:23][CH:24]=[CH:25][c:26]2[cH:27][cH:28][cH:29][cH:30][cH:31]2)[cH:8][cH:9]1)=[O:20]. Procedure: Tetrakis(triphenylphosphine)palladium [0] (40 mg) was added to a stirred mixture of 4-cyano-2-trifluoromethylsulphonylbenzaldehyde (0.45 g, 1.6 mmol), lithium chloride (0.2 g, 4.8 mmol) and tri-n-butylphenylstannane (0.55 ml, 1.7 mmol) in dried dioxan (10 ml) under nitrogen atmosphere. The resulting suspension was heated under reflux for 24 hours. The dark mixture was cooled, and aqueous potassium fluoride solution (30 ml) and ethyl acetate (30 ml) were added. After vigorous stirring, the black ... Starting materials: [F-].[K+] (potassium fluoride), C(#N)C1=CC(=C(C=O)C=C1)S(=O)(=O)C(F)(F)F (4-cyano-2-trifluoromethylsulphonylbenzaldehyde), [Cl-].[Li+] (lithium chloride), C(CCC)[Sn](C1=CC=CC=C1)(CCCC)CCCC (tri-n-butylphenylstannane). Run in C(C)(=O)OCC (ethyl acetate), O1CCOCC1 (dioxan). Reagents/catalysts: C=1C=CC(=CC1)[P](C=2C=CC=CC2)(C=3C=CC=CC3)[Pd]([P](C=4C=CC=CC4)(C=5C=CC=CC5)C=6C=CC=CC6)([P](C=7C=CC=CC7)(C=8C=CC=CC8)C=9C=CC=CC9)[P](C=1C=CC=CC1)(C=1C=CC=CC1)C=1C=CC=CC1 (Tetrakis(triphenylphosphine)palladium). Product: C(#N)C1=CC(=C(C=O)C=C1)C1=CC=CC=C1 (4-cyano-2-phenylbenzaldehyde). As a reaction SMILES: [C:1]([C:3]1[CH:10]=[CH:9][C:6]([CH:7]=[O:8])=[C:5](S(C(F)(F)F)(=O)=O)[CH:4]=1)#[N:2].[Cl-].[Li+].C([Sn](CCCC)(CCCC)[C:25]1[CH:30]=[CH:29][CH:28]=[CH:27][CH:26]=1)CCC.[F-].[K+]>O1CCOCC1.C1C=CC([P]([Pd]([P](C2C=CC=CC=2)(C2C=CC=CC=2)C2C=CC=CC=2)([P](C2C=CC=CC=2)(C2C=CC=CC=2)C2C=CC=CC=2)[P](C2C=CC=CC=2)(C2C=CC=CC=2)C2C=CC=CC=2)(C2C=CC=CC=2)C2C=CC=CC=2)=CC=1.C(OCC)(=O)C>[C:1]([C:3]1[CH:10]=[CH:9][C:6]([CH:7]=[O:8])=[C:5]([C:25]2[CH:30]=[CH:29][CH:28]=[CH:27][CH:26]=2)[CH:4]=1)#[N:2] |f:1.2,4.5,^1:50,52,71,90|. The reactants are Cc1ccc(CCc2n[nH]c(=O)c3ccccc23)cn1, CC#N, Cl, N, C1COCCO1, O, O=P(Cl)(Cl)Cl. Product: Cc1ccc(CCc2nnc(Cl)c3ccccc23)cn1. RXN SMILES: [CH3:1][c:2]1[cH:3][cH:4][c:5]([CH2:8][CH2:9][c:10]2[n:11][nH:12][c:13](=[O:20])[c:14]3[cH:15][cH:16][cH:17][cH:18][c:19]23)[cH:6][n:7]1.[CH3:28][C:29]#[N:30].[ClH:26].[NH3:27].[O:31]1[CH2:32][CH2:33][O:34][CH2:35][CH2:36]1.[OH2:37].[P:21]([Cl:22])([Cl:23])([Cl:24])=[O:25]>>[CH3:1][c:2]1[cH:3][cH:4][c:5]([CH2:8][CH2:9][c:10]2[n:11][n:12][c:13]([Cl:23])[c:14]3[cH:15][cH:16][cH:17][cH:18][c:19]23)[cH:6][n:7]1. Starting materials: COc1c(C)c2c(c(O)c1CC=C(C)CBr)C(=O)OC2, [Li]CCCC, C1CCOC1, CCOP(C)(=O)OCC, [Cl-], Cl, [Cu]I, [NH4+]. Yields the product CCOP(=O)(CCC(C)=CCc1c(O)c2c(c(C)c1OC)COC2=O)OCC. Reaction SMILES: [Br:15][CH2:16][C:17](=[CH:18][CH2:19][c:20]1[c:21]([O:32][CH3:33])[c:22]([CH3:31])[c:23]2[c:27]([c:28]1[OH:29])[C:26](=[O:30])[O:25][CH2:24]2)[CH3:34].[CH2:1]([Li:2])[CH2:3][CH2:4][CH3:5].[CH2:38]1[O:39][CH2:40][CH2:41][CH2:42]1.[CH3:6][P:7]([O:8][CH2:9][CH3:10])([O:11][CH2:12][CH3:13])=[O:14].[Cl-:35].[ClH:37].[Cu:43][I:44].[NH4+:36]>>[CH2:6]([P:7]([O:8][CH2:9][CH3:10])([O:11][CH2:12][CH3:13])=[O:14])[CH2:16][C:17](=[CH:18][CH2:19][c:20]1[c:21]([O:32][CH3:33])[c:22]([CH3:31])[c:23]2[c:27]([c:28]1[OH:29])[C:26](=[O:30])[O:25][CH2:24]2)[CH3:34]. The reactants are 31, ClC(=O)OCC(Cl)(Cl)Cl (2,2,2-trichloroethyl chloroformate), ice water, N1CC=CCC1 (1,2,5,6-tetrahydropyridine), C([O-])(O)=O.[Na+] (sodium bicarbonate). Run in C1=CC=CC=C1 (benzene), C1=CC=CC=C1 (benzene). Reaction conditions: time 15 hour. Yields the product ClC(COC(=O)N1CC=CCC1)(Cl)Cl (1-(β,β,β-trichloroethoxycarbonyl)-1,2,5,6-tetrahydropyridine). Reaction SMILES: [NH:1]1[CH2:6][CH2:5][CH:4]=[CH:3][CH2:2]1.C(=O)(O)[O-].[Na+].Cl[C:13]([O:15][CH2:16][C:17]([Cl:20])([Cl:19])[Cl:18])=[O:14]>C1C=CC=CC=1>[Cl:18][C:17]([Cl:20])([Cl:19])[CH2:16][O:15][C:13]([N:1]1[CH2:6][CH2:5][CH:4]=[CH:3][CH2:2]1)=[O:14] |f:1.2|. Procedure: 124.5 g (1.5 mol) of 1,2,5,6-tetrahydropyridine are dissolved in 1,200 ml of benzene. 124 g of sodium bicarbonate are introduced into this solution and the mixture is then cooled to 0° under a nitrogen atmosphere and, at this temperature, is treated slowly dropwise in the course of 31/2 hours with a solution of 316 g (1.5 mol) of 2,2,2-trichloroethyl chloroformate in 250 ml of benzene. The resulting white suspension is subsequently stirred for a further 15 hours at 0° and then poured into 2,000 ... Product: CN(CC=1OC(=C(N1)C1=CC=CC=C1)C1=CC=CC=C1)C1CCC2=C(C=CC=C12)OC (1-[N-methyl-N-[(4,5-diphenyloxazol-2-yl)methyl]amino]-2,3-dihydro-4-methoxy-1H-indene). Reaction conditions: time 16 hour. The solvent is CN(C)C=O (DMF). Procedure: To a solution of 1-(4,5-diphenyloxazol-2-yl)methylamino-2,3-dihydro-4-methoxy-1H-indene (0.18 g) and methyl iodide (85 mg) in DMF (3 ml) was added K2CO3 (0.12 g). After being stirred for 16 hours, the solution was extracted with ethyl acetate. The mixture was washed with brine, dried over MgSO4 and evaporated in vacuo. The residue was purified by chromatography on silica gel to afford 1-[N-methyl-N-[(4,5-diphenyloxazol-2-yl)methyl]amino]-2,3-dihydro-4-methoxy-1H-indene (0.13 g). Yield: 69.8%. Starting materials: C1(=CC=CC=C1)C=1N=C(OC1C1=CC=CC=C1)CNC1CCC2=C(C=CC=C12)OC (1-(4,5-diphenyloxazol-2-yl)methylamino-2,3-dihydro-4-methoxy-1H-indene), CI (methyl iodide), C(=O)([O-])[O-].[K+].[K+] (K2CO3). As a reaction SMILES: [C:1]1([C:7]2[N:8]=[C:9]([CH2:18][NH:19][CH:20]3[C:28]4[C:23](=[C:24]([O:29][CH3:30])[CH:25]=[CH:26][CH:27]=4)[CH2:22][CH2:21]3)[O:10][C:11]=2[C:12]2[CH:17]=[CH:16][CH:15]=[CH:14][CH:13]=2)[CH:6]=[CH:5][CH:4]=[CH:3][CH:2]=1.CI.[C:33]([O-])([O-])=O.[K+].[K+]>CN(C=O)C>[CH3:33][N:19]([CH:20]1[C:28]2[C:23](=[C:24]([O:29][CH3:30])[CH:25]=[CH:26][CH:27]=2)[CH2:22][CH2:21]1)[CH2:18][C:9]1[O:10][C:11]([C:12]2[CH:17]=[CH:16][CH:15]=[CH:14][CH:13]=2)=[C:7]([C:1]2[CH:6]=[CH:5][CH:4]=[CH:3][CH:2]=2)[N:8]=1 |f:2.3.4|. Run in C(C)(=O)OCC (ethyl acetate). Procedure details: 5 g of homopiperazine (0.05 mol) and 6 ml of dry DMF are charged to a fully equipped round-bottomed flask. The mixture is brought to 100° C. 1.65 g of 2-(4-methoxyphenylazo)-1,3-dimethyl-3H-imidazol-1-ium perchlorate are added over 20 min. The reaction mixture is maintained for 1 hour at 100° C. with stirring and then it is allowed to cool. The reaction mixture is then poured, with stirring, into 150 ml of ethyl acetate. A precipitate forms and it is separated from a gum. This precipitate is rec... Reaction SMILES: [NH:1]1[CH2:7][CH2:6][CH2:5][NH:4][CH2:3][CH2:2]1.CN(C=O)C.[Cl:13]([O-:17])(=[O:16])(=[O:15])=[O:14].CO[C:20]1[CH:25]=[CH:24][C:23]([N:26]=[N:27][C:28]2[N:32]([CH3:33])[CH:31]=[CH:30][N+:29]=2[CH3:34])=[CH:22][CH:21]=1>C(OCC)(=O)C>[Cl:13]([O-:17])(=[O:16])(=[O:15])=[O:14].[N:1]1([C:20]2[CH:25]=[CH:24][C:23]([N:26]=[N:27][C:28]3[N:29]([CH3:34])[CH:30]=[CH:31][N+:32]=3[CH3:33])=[CH:22][CH:21]=2)[CH2:7][CH2:6][CH2:5][NH:4][CH2:3][CH2:2]1 |f:2.3,5.6|. Starting materials: N1CCNCCC1 (homopiperazine), CN(C)C=O (DMF), Cl(=O)(=O)(=O)[O-].COC1=CC=C(C=C1)N=NC1=[N+](C=CN1C)C (2-(4-methoxyphenylazo)-1,3-dimethyl-3H-imidazol-1-ium perchlorate). Reaction conditions: temperature 100 celsius. Product: Cl(=O)(=O)(=O)[O-].N1(CCNCCC1)C1=CC=C(C=C1)N=NC1=[N+](C=CN1C)C (2-(4-([1,4]Diazepan-1-yl)phenylazo)-1,3-dimethyl-3H-imidazol-1-ium perchlorate).